This data is from the Open Reaction Database (ORD), a public repository of structured organic reaction records. The task is: describe an organic reaction: reactants, conditions, products, and yield Starting materials: CN(C)CCCCCCCCCC (N,N-dimethyldecylamine), CC1=CC=C(C=C1)S(=O)(=O)OCCOC (2-methoxyethyl 4-methylbenzenesulfonate), O1CCOCC1 (Dioxane). Run at temperature 75 celsius. The product is CC1=CC=C(C=C1)S(=O)(=O)[O-].COCC[N+](CCCCCCCCCC)(C)C (N-(2-methoxyethyl)-N,N-dimethyldecan-1-aminium 4-methylbenzenesulfonate). Reaction SMILES: [CH3:1][N:2]([CH2:4][CH2:5][CH2:6][CH2:7][CH2:8][CH2:9][CH2:10][CH2:11][CH2:12][CH3:13])[CH3:3].[CH3:14][C:15]1[CH:20]=[CH:19][C:18]([S:21]([O:24]CCOC)(=[O:23])=[O:22])=[CH:17][CH:16]=1.O1[CH2:34][CH2:33][O:32][CH2:31]C1>>[CH3:14][C:15]1[CH:16]=[CH:17][C:18]([S:21]([O-:24])(=[O:23])=[O:22])=[CH:19][CH:20]=1.[CH3:31][O:32][CH2:33][CH2:34][N+:2]([CH3:1])([CH3:3])[CH2:4][CH2:5][CH2:6][CH2:7][CH2:8][CH2:9][CH2:10][CH2:11][CH2:12][CH3:13] |f:3.4|. Procedure: The reaction was performed in an inert atmosphere. N,N-dimethyldecylamine (16.21 mmol, 3.7 g) and 2-methoxyethyl 4-methylbenzenesulfonate (16.21 mmol, 3.71 g) prepared in the previous step were mixed together in a round bottom flask. Dioxane (10 mL) was added to the reaction mixture. The reaction mixture was heated at 75° C. for 18 hours. The solvent was removed by a rotoevaporator, and the remaining viscous liquid was cooled and dried. A white solid was obtained as N-(2-methoxyethyl)-N,N-dimeth... Yields the product NC=1C=CC(=C(C1)[C@@]12N=C(N(C([C@@H]1[C@H](OC2)C(F)(F)F)=O)CC)NC(OC(C)(C)C)=O)F (tert-Butyl ((4aS,5S,7aS)-7a-(5-amino-2-fluorophenyl)-3-ethyl-4-oxo-5-(trifluoromethyl)-3,4,4a,5,7,7a-hexahydrofuro[3,4-d]pyrimidin-2-yl)carbamate). Yield: 99.2%. Starting materials: C(C)N1C(=N[C@@]2([C@H](C1=O)[C@H](OC2)C(F)(F)F)C2=C(C=CC(=C2)[N+](=O)[O-])F)NC(OC(C)(C)C)=O (tert-butyl ((4aS,5S,7aS)-3-ethyl-7a-(2-fluoro-5-nitrophenyl)-4-oxo-5-(trifluoromethyl)-3,4,4a,5,7,7a-hexahydrofuro[3,4-d]pyrimidin-2-yl)carbamate), [H][H] (hydrogen). Procedure: A solution of tert-butyl ((4aS,5S,7aS)-3-ethyl-7a-(2-fluoro-5-nitrophenyl)-4-oxo-5-(trifluoromethyl)-3,4,4a,5,7,7a-hexahydrofuro[3,4-d]pyrimidin-2-yl)carbamate (0.225 g, 0.46 mmol) in ethanol (30 mL) was hydrogenated over 10% Pd/C (50 mg) at RT under a balloon of hydrogen for 2 h. The catalyst was removed by filtration through Celite-washing with ethanol. The filtrate was evaporated to give the title compound (0.21 g, colourless foam). 1H NMR (400 MHz, CDCl3) δ ppm 1.14 (t, J=6.95 Hz, 3H) 1.53 (... RXN SMILES: [CH2:1]([N:3]1[C:8](=[O:9])[C@@H:7]2[C@@H:10]([C:13]([F:16])([F:15])[F:14])[O:11][CH2:12][C@:6]2([C:17]2[CH:22]=[C:21]([N+:23]([O-])=O)[CH:20]=[CH:19][C:18]=2[F:26])[N:5]=[C:4]1[NH:27][C:28](=[O:34])[O:29][C:30]([CH3:33])([CH3:32])[CH3:31])[CH3:2].[H][H]>C(O)C.[Pd]>[NH2:23][C:21]1[CH:20]=[CH:19][C:18]([F:26])=[C:17]([C@:6]23[CH2:12][O:11][C@H:10]([C:13]([F:16])([F:14])[F:15])[C@H:7]2[C:8](=[O:9])[N:3]([CH2:1][CH3:2])[C:4]([NH:27][C:28](=[O:34])[O:29][C:30]([CH3:32])([CH3:31])[CH3:33])=[N:5]3)[CH:22]=1. Reagents/catalysts: [Pd] (Pd/C). Run in C(C)O (ethanol). Starting materials: hydrochloride salt, CC1=CC=C(C=C1)S(=O)(=O)OCC1OC2=C(C1)C=C(C=C2C2=C(C=CC=C2C)C)Cl ([5-chloro-7-(2,6-dimethylphenyl)-2,3-dihydro-1-benzofuran-2-yl]methyl 4-methylbenzenesulfonate), NCC1CC1 ((aminomethyl)cyclopropane). Product: ClC=1C=C(C2=C(CC(O2)CNCC2CC2)C1)C1=C(C=CC=C1C)C ((±)-N-{[5-chloro-7-(2,6-dimethylphenyl)-2,3-dihydro-1-benzofuran-2-yl]methyl}(cyclopropylmethyl)amine). As a reaction SMILES: CC1C=CC(S(O[CH2:12][CH:13]2[CH2:17][C:16]3[CH:18]=[C:19]([Cl:30])[CH:20]=[C:21]([C:22]4[C:27]([CH3:28])=[CH:26][CH:25]=[CH:24][C:23]=4[CH3:29])[C:15]=3[O:14]2)(=O)=O)=CC=1.[NH2:31][CH2:32][CH:33]1[CH2:35][CH2:34]1>>[Cl:30][C:19]1[CH:20]=[C:21]([C:22]2[C:27]([CH3:28])=[CH:26][CH:25]=[CH:24][C:23]=2[CH3:29])[C:15]2[O:14][CH:13]([CH2:12][NH:31][CH2:32][CH:33]3[CH2:35][CH2:34]3)[CH2:17][C:16]=2[CH:18]=1. Procedure: The title compound was prepared (0.058 g, 45%) following the general procedure of Example 390 as a white solid, hydrochloride salt from (±)-([5-chloro-7-(2,6-dimethylphenyl)-2,3-dihydro-1-benzofuran-2-yl]methyl 4-methylbenzenesulfonate (0.15 g, 0.338 mmol) and (aminomethyl)cyclopropane (0.50 g, 6.77 mmol). mp 203-205° C. Reactants: FC(C=1C=C2C(=CC=3N(C2=CC1)C(=NN3)C)C3=C(C=CC=C3)Cl)(F)F (7-(trifluoromethyl)-1-methyl-5-(o-chlorophenyl)-s-triazolo[4,3-a]quinoline), I(=O)(=O)(=O)[O-].[Na+] (sodium periodate). Reagents/catalysts: [Ru](=O)=O (ruthenium dioxide). Yields the product ClC1=C(C=CC=C1)C(C1=C(C=CC(=C1)C(F)(F)F)N1C(=NN=C1)C)=O (2'-chloro-5-(trifluoromethyl)-2-(3-methyl-4H-1,2,4-triazol-4-yl)benzophenone). RXN SMILES: [F:1][C:2]([F:25])([F:24])[C:3]1[CH:4]=[C:5]2[C:10](=[CH:11][CH:12]=1)[N:9]1[C:13](C)=[N:14][N:15]=[C:8]1[CH:7]=[C:6]2[C:17]1[CH:22]=[CH:21][CH:20]=[CH:19][C:18]=1[Cl:23].I([O-])(=O)(=O)=[O:27].[Na+]>[Ru](=O)=O>[Cl:23][C:18]1[CH:19]=[CH:20][CH:21]=[CH:22][C:17]=1[C:6](=[O:27])[C:5]1[CH:4]=[C:3]([C:2]([F:25])([F:24])[F:1])[CH:12]=[CH:11][C:10]=1[N:9]1[CH:13]=[N:14][N:15]=[C:8]1[CH3:7] |f:1.2|. Procedure: In the manner given in Example 3, 7-(trifluoromethyl)-1-methyl-5-(o-chlorophenyl)-s-triazolo[4,3-a]quinoline is oxidized at low temperature with sodium periodate and ruthenium dioxide to give 2'-chloro-5-(trifluoromethyl)-2-(3-methyl-4H-1,2,4-triazol-4-yl)benzophenone.